Dataset: the Open Reaction Database (ORD), a public repository of structured organic reaction records. Task: describe an organic reaction: reactants, conditions, products, and yield Reactants: O=C(Cl)C(=O)Cl, Cl, O=C(O)c1cc(-c2ccncc2)nc2ccccc12. The product is [Cl-], Cl, O=C(O)c1cc(-c2ccncc2)nc2ccccc12. RXN SMILES: [Cl:1][C:2]([C:3]([Cl:4])=[O:5])=[O:6].[ClH:7].[n:8]1[cH:9][cH:10][c:11](-[c:14]2[n:15][c:16]3[cH:17][cH:18][cH:19][cH:20][c:21]3[c:22]([C:24](=[O:25])[OH:26])[cH:23]2)[cH:12][cH:13]1>>[Cl-:7].[ClH:1].[n:8]1[cH:9][cH:10][c:11](-[c:14]2[n:15][c:16]3[cH:17][cH:18][cH:19][cH:20][c:21]3[c:22]([C:24](=[O:25])[OH:26])[cH:23]2)[cH:12][cH:13]1. The reactants are BrCc1ccccc1, CCO, Nc1cc(C(=O)O)cc(S(N)(=O)=O)c1NCCc1ccccc1. Yields the product NS(=O)(=O)c1cc(C(=O)O)cc(NCc2ccccc2)c1NCCc1ccccc1. As a reaction SMILES: [Br:24][CH2:25][c:26]1[cH:27][cH:28][cH:29][cH:30][cH:31]1.[CH3:32][CH2:33][OH:34].[NH2:1][c:2]1[cH:3][c:4]([C:5](=[O:6])[OH:7])[cH:8][c:9]([S:20]([NH2:21])(=[O:22])=[O:23])[c:10]1[NH:11][CH2:12][CH2:13][c:14]1[cH:15][cH:16][cH:17][cH:18][cH:19]1>>[NH:1]([c:2]1[cH:3][c:4]([C:5](=[O:6])[OH:7])[cH:8][c:9]([S:20]([NH2:21])(=[O:22])=[O:23])[c:10]1[NH:11][CH2:12][CH2:13][c:14]1[cH:15][cH:16][cH:17][cH:18][cH:19]1)[CH2:25][c:26]1[cH:27][cH:28][cH:29][cH:30][cH:31]1. The reactants are CCOC(=O)C(C)(C)COc1ccc(-c2nc3cc(-c4cnc(N)nc4)ccc3n2C(C)(C)C)c(-n2cncn2)c1, C1COCCO1, [Na+], [OH-], O. Product: CC(C)(COc1ccc(-c2nc3cc(-c4cnc(N)nc4)ccc3n2C(C)(C)C)c(-n2cncn2)c1)C(=O)O. As a reaction SMILES: [CH2:1]([CH3:2])[O:3][C:4]([C:5]([CH2:6][O:7][c:8]1[cH:9][c:10](-[n:34]2[n:35][cH:36][n:37][cH:38]2)[c:11](-[c:14]2[n:15][c:16]3[c:17]([n:18]2[C:19]([CH3:20])([CH3:21])[CH3:22])[cH:23][cH:24][c:25](-[c:27]2[cH:28][n:29][c:30]([NH2:33])[n:31][cH:32]2)[cH:26]3)[cH:12][cH:13]1)([CH3:39])[CH3:40])=[O:41].[CH2:44]1[O:45][CH2:46][CH2:47][O:48][CH2:49]1.[Na+:43].[OH-:42].[OH2:50]>>[O:3]=[C:4]([C:5]([CH2:6][O:7][c:8]1[cH:9][c:10](-[n:34]2[n:35][cH:36][n:37][cH:38]2)[c:11](-[c:14]2[n:15][c:16]3[c:17]([n:18]2[C:19]([CH3:20])([CH3:21])[CH3:22])[cH:23][cH:24][c:25](-[c:27]2[cH:28][n:29][c:30]([NH2:33])[n:31][cH:32]2)[cH:26]3)[cH:12][cH:13]1)([CH3:39])[CH3:40])[OH:41]. Reactants: trichloromethyl chloroformate trichloromethyl, C(C)(=O)OCC (ethyl acetate), FC1=C(N)C=C(C(=C1)Br)OC(=O)OC (2-fluoro-4-bromo-5-methoxycarbonyloxyaniline), C(C)(=O)OCC (ethyl acetate). Conditions: temperature 80 celsius. Product: FC1=C(C=C(C(=C1)Br)OC(=O)OC)N=C=O (2-fluoro-4-bromo-5-methoxycarbonyloxyphenyl isocyanate). The yield is 94.0%. RXN SMILES: [F:1][C:2]1[CH:8]=[C:7]([Br:9])[C:6]([O:10][C:11]([O:13][CH3:14])=[O:12])=[CH:5][C:3]=1[NH2:4].[C:15](OCC)(=[O:17])C>>[F:1][C:2]1[CH:8]=[C:7]([Br:9])[C:6]([O:10][C:11]([O:13][CH3:14])=[O:12])=[CH:5][C:3]=1[N:4]=[C:15]=[O:17]. Reported procedure: A solution of trichloromethyl chloroformate trichloromethyl (15 ml, 125 mmol) in ethyl acetate was charged into a 500 ml-three neck flask equipped with a dropping funnel and distillation apparatus and, a solution of 2-fluoro-4-bromo-5-methoxycarbonyloxyaniline (28.0 g,113 mmol) in ethyl acetate (100 ml) was added dropwise over 20 minutes. After dropping, the mixture was heated at 80° C. and ethyl acetate was removed by distillation. After cooling, carbon tetrachloride (150 ml) was added and the ... The reactants are CC1(CCOCC1)C1=CC=C(C=C1)S(=O)(=O)Cl (4-(4-methyl-tetrahydro-pyran-4-yl)-benzenesulfonyl chloride), NC1=C(C=C(C=C1)Cl)C(=O)C=1C(=NC=CC1)C ((2-Amino-5-chloro-phenyl)-(2-methyl-pyridin-3-yl)-methanone), N-aryl-benzenesulfonamides. Product: ClC1=CC(=C(C=C1)NS(=O)(=O)C1=CC=C(C=C1)C1(CCOCC1)C)C(=O)C=1C(=NC=CC1)C (N-[4-Chloro-2-(2-methyl-pyridine-3-carbonyl)-phenyl]-4-(4-methyl-tetrahydro-pyran-4-yl)-benzenesulfonamide). RXN SMILES: [CH3:1][C:2]1([C:8]2[CH:13]=[CH:12][C:11]([S:14](Cl)(=[O:16])=[O:15])=[CH:10][CH:9]=2)[CH2:7][CH2:6][O:5][CH2:4][CH2:3]1.[NH2:18][C:19]1[CH:24]=[CH:23][C:22]([Cl:25])=[CH:21][C:20]=1[C:26]([C:28]1[C:29]([CH3:34])=[N:30][CH:31]=[CH:32][CH:33]=1)=[O:27]>>[Cl:25][C:22]1[CH:23]=[CH:24][C:19]([NH:18][S:14]([C:11]2[CH:12]=[CH:13][C:8]([C:2]3([CH3:1])[CH2:7][CH2:6][O:5][CH2:4][CH2:3]3)=[CH:9][CH:10]=2)(=[O:16])=[O:15])=[C:20]([C:26]([C:28]2[C:29]([CH3:34])=[N:30][CH:31]=[CH:32][CH:33]=2)=[O:27])[CH:21]=1. Procedure: The title compound was prepared by the reacting 4-(4-methyl-tetrahydro-pyran-4-yl)-benzenesulfonyl chloride with (2-Amino-5-chloro-phenyl)-(2-methyl-pyridin-3-yl)-methanone according to the general procedure described for the preparation of (N-aryl-benzenesulfonamides. MS: m/z 486 (M++1). Reactants: [H-].C(C(C)C)[Al+]CC(C)C (Diisobutylaluminum hydride), F\C(\C(=O)OCC)=C(/C=C/C1=C(OC(=C1C)C)C)\C (ethyl 2Z,4E-2-fluoro-3-methyl-5-(2,4,5-trimethyl-3-furyl)pentadienoate), S(=O)(=O)([O-])[O-].[Na+].[Na+] (sodium sulfate). Solvent: CCOCC (ether). Reaction conditions: temperature -45 celsius. Yields the product F\C(=C/O)\C(=C\CC1=C(OC(=C1C)C)C)\C (2Z,4E-2-fluoro-3-methyl-5-(2,4,5-trimethyl-3-furyl)pentadien-1-ol). As a reaction SMILES: [F:1]/[C:2](=[C:8](/[CH3:19])\[CH:9]=[CH:10]\[C:11]1[C:15]([CH3:16])=[C:14]([CH3:17])[O:13][C:12]=1[CH3:18])/[C:3](OCC)=[O:4].[H-].C([Al+]CC(C)C)C(C)C.S([O-])([O-])(=O)=O.[Na+].[Na+]>CCOCC>[F:1]/[C:2](/[C:8](/[CH3:19])=[CH:9]/[CH2:10][C:11]1[C:15]([CH3:16])=[C:14]([CH3:17])[O:13][C:12]=1[CH3:18])=[CH:3]\[OH:4] |f:1.2,3.4.5|. Procedure: A solution of crude ethyl 2Z,4E-2-fluoro-3-methyl-5-(2,4,5-trimethyl-3-furyl)pentadienoate in ether was stirred under argon and cooled to -45° C. Diisobutylaluminum hydride (DIBAH) (112 mmol) was added slowly until no starting material remained. Five ml. of a saturated solution of sodium sulfate was added at -10° C. and the mixture was allowed to warm to 30° C. for a completion of hydrolysis. Filtration through Celite and evaporation gave 12 g. of 2Z,4E-2-fluoro-3-methyl-5-(2,4,5-trimethyl-3-fur... Reactants: CCO, O=[N+]([O-])c1cccc(C2=C(CCl)CCCC2)c1, NC(N)=S. The product is Cl, N=C(N)SCC1=C(c2cccc([N+](=O)[O-])c2)CCCC1. Reaction SMILES: [CH3:22][CH2:23][OH:24].[Cl:5][CH2:6][C:7]1=[C:8]([c:13]2[cH:14][c:15]([N+:19](=[O:20])[O-:21])[cH:16][cH:17][cH:18]2)[CH2:9][CH2:10][CH2:11][CH2:12]1.[NH2:1][C:2]([NH2:3])=[S:4]>>[ClH:5].[NH2:1][C:2](=[NH:3])[S:4][CH2:6][C:7]1=[C:8]([c:13]2[cH:14][c:15]([N+:19](=[O:20])[O-:21])[cH:16][cH:17][cH:18]2)[CH2:9][CH2:10][CH2:11][CH2:12]1.